Task: describe an organic reaction: reactants, conditions, products, and yield. Dataset: the Open Reaction Database (ORD), a public repository of structured organic reaction records Reactants: CC(=O)O[BH-](OC(C)=O)OC(C)=O, O=C(Cn1ccc(OCc2ccccc2)cc1=O)c1ccc2c(c1)CCNCC2, C=O, C1CCOC1, CC(=O)O, [Na+]. The product is CN1CCc2ccc(C(=O)Cn3ccc(OCc4ccccc4)cc3=O)cc2CC1. As a reaction SMILES: [C:36]([O:37][BH-:38]([O:39][C:40](=[O:41])[CH3:42])[O:43][C:44](=[O:45])[CH3:46])(=[O:47])[CH3:48].[CH2:1]([c:2]1[cH:3][cH:4][cH:5][cH:6][cH:7]1)[O:8][c:9]1[cH:10][c:11](=[O:29])[n:12]([CH2:15][C:16]([c:17]2[cH:18][c:19]3[c:20]([cH:26][cH:27]2)[CH2:21][CH2:22][NH:23][CH2:24][CH2:25]3)=[O:28])[cH:13][cH:14]1.[CH2:30]=[O:31].[CH2:50]1[O:51][CH2:52][CH2:53][CH2:54]1.[CH3:32][C:33](=[O:34])[OH:35].[Na+:49]>>[CH2:1]([c:2]1[cH:3][cH:4][cH:5][cH:6][cH:7]1)[O:8][c:9]1[cH:10][c:11](=[O:29])[n:12]([CH2:15][C:16]([c:17]2[cH:18][c:19]3[c:20]([cH:26][cH:27]2)[CH2:21][CH2:22][N:23]([CH3:32])[CH2:24][CH2:25]3)=[O:28])[cH:13][cH:14]1. Reactants: FC1=C(OC2=CC(=NC=C2)NC(=O)C2(CC2)C)C=CC(=C1)[N+](=O)[O-] (N-[4-(2-fluoro-4-nitro-phenoxy)-2-pyridyl]-1-methyl-cyclopropanecarboxamide). The reagents and catalysts are [Pd] (Pd/C). Run in C(Cl)Cl (DCM). Product: NC1=CC(=C(OC2=CC(=NC=C2)NC(=O)C2(CC2)C)C=C1)F (N-[4-(4-amino-2-fluoro-phenoxy)-2-pyridyl]-1-methyl-cyclopropanecarboxamide). The yield is 69.1%. Reaction SMILES: [F:1][C:2]1[CH:21]=[C:20]([N+:22]([O-])=O)[CH:19]=[CH:18][C:3]=1[O:4][C:5]1[CH:10]=[CH:9][N:8]=[C:7]([NH:11][C:12]([C:14]2([CH3:17])[CH2:16][CH2:15]2)=[O:13])[CH:6]=1>C(Cl)Cl.[Pd]>[NH2:22][C:20]1[CH:19]=[CH:18][C:3]([O:4][C:5]2[CH:10]=[CH:9][N:8]=[C:7]([NH:11][C:12]([C:14]3([CH3:17])[CH2:16][CH2:15]3)=[O:13])[CH:6]=2)=[C:2]([F:1])[CH:21]=1. Procedure details: Dissolve N-[4-(2-fluoro-4-nitro-phenoxy)-2-pyridyl]-1-methyl-cyclopropanecarboxamide (160 mg, 0.48 mmol) in DCM (30 mL), add Pd/C (10%, 55 mg), flush with H2. Stir the reaction at room temperature under H2 atmosphere for 2 hrs. Filter the reaction mixture; concentrate the filtrate under reduced pressure to give the crude product (100 mg) which is used without further purification. MS: (M+1): 302.2.